This data is from the Open Reaction Database (ORD), a public repository of structured organic reaction records. The task is: describe an organic reaction: reactants, conditions, products, and yield Reactants: COC=1C=C2C(=C(NC(C2=CC1)=O)C)C1=CC=CC=C1 (6-methoxy-3-methyl-4-phenylisoquinolin-1(2H)-one), COC=1C=CC(=CC1)P2(=S)SP(=S)(S2)C=3C=CC(=CC3)OC (Lawesson's reagent), CO.C(Cl)Cl (MeOH CH2Cl2). Solvent: C1(=CC=CC=C1)C (toluene). Product: COC=1C=C2C(=C(NC(C2=CC1)=S)C)C1=CC=CC=C1 (6-methoxy-3-methyl-4-phenylisoquinoline-1(2H)-thione). Yield: 148.2%. RXN SMILES: [CH3:1][O:2][C:3]1[CH:4]=[C:5]2[C:10](=[CH:11][CH:12]=1)[C:9](=O)[NH:8][C:7]([CH3:14])=[C:6]2[C:15]1[CH:20]=[CH:19][CH:18]=[CH:17][CH:16]=1.COC1C=CC(P2(SP(C3C=CC(OC)=CC=3)(=S)S2)=[S:30])=CC=1.CO.C(Cl)Cl>C1(C)C=CC=CC=1>[CH3:1][O:2][C:3]1[CH:4]=[C:5]2[C:10](=[CH:11][CH:12]=1)[C:9](=[S:30])[NH:8][C:7]([CH3:14])=[C:6]2[C:15]1[CH:20]=[CH:19][CH:18]=[CH:17][CH:16]=1 |f:2.3|. Reported procedure: A mixture of 6-methoxy-3-methyl-4-phenylisoquinolin-1(2H)-one (0.7 g) and Lawesson's reagent (1.3 g) in 7 mL toluene was heated to reflux for 12 h. After cooling, the reaction was subjected directly to flash chromatography (5% MeOH/CH2Cl2) to give a solid, which was triturated with diethyl ether to provide 1.1 g of 6-methoxy-3-methyl-4-phenylisoquinoline-1(2H)-thione. Starting materials: CCNCCCNc1nccc2c(C)c3[nH]c4ccncc4c3cc12, Cc1ccccc1, O=C1CCC(=O)O1. Yields the product CCN(CCCNc1nccc2c(C)c3[nH]c4ccncc4c3cc12)C(=O)CCC(=O)O. Reaction SMILES: [CH2:8]([CH3:9])[NH:10][CH2:11][CH2:12][CH2:13][NH:14][c:15]1[n:16][cH:17][cH:18][c:19]2[c:20]([CH3:32])[c:21]3[c:22]([cH:23][c:24]12)[c:25]1[c:26]([nH:27]3)[cH:28][cH:29][n:30][cH:31]1.[CH3:33][c:34]1[cH:35][cH:36][cH:37][cH:38][cH:39]1.[O:1]=[C:2]1[CH2:3][CH2:4][C:5](=[O:6])[O:7]1>>[O:1]=[C:2]([CH2:3][CH2:4][C:5](=[O:6])[N:10]([CH2:8][CH3:9])[CH2:11][CH2:12][CH2:13][NH:14][c:15]1[n:16][cH:17][cH:18][c:19]2[c:20]([CH3:32])[c:21]3[c:22]([cH:23][c:24]12)[c:25]1[c:26]([nH:27]3)[cH:28][cH:29][n:30][cH:31]1)[OH:7]. Reactants: CN(CCCN=C=NCC)C (N-(3-Dimethylaminopropyl)-N′-ethylcarbodiimide), BrC=1C=C(C(=CC1)NC(C)C)N (4-bromo-N-1-isopropylbenzene-1,2-diamine), N(=C=S)C1=CC=C(C(=O)OC)C=C1 (methyl 4-isothiocyanatobenzoate). Solvent: O1CCCC1 (tetrahydrofuran), C(C)(=O)OCC (ethyl acetate). Yields the product BrC1=CC2=C(N(C(=N2)NC2=CC=C(C(=O)OC)C=C2)C(C)C)C=C1 (methyl 4-(5-bromo-1-isopropyl-1H-benzo[d]imidazol-2-ylamino)benzoate). Yield: 71.8%. RXN SMILES: CN(C)CCCN=C=NCC.[Br:12][C:13]1[CH:14]=[C:15]([NH2:23])[C:16]([NH:19][CH:20]([CH3:22])[CH3:21])=[CH:17][CH:18]=1.[N:24]([C:27]1[CH:36]=[CH:35][C:30]([C:31]([O:33][CH3:34])=[O:32])=[CH:29][CH:28]=1)=[C:25]=S>O1CCCC1.C(OCC)(=O)C>[Br:12][C:13]1[CH:18]=[CH:17][C:16]2[N:19]([CH:20]([CH3:21])[CH3:22])[C:25]([NH:24][C:27]3[CH:36]=[CH:35][C:30]([C:31]([O:33][CH3:34])=[O:32])=[CH:29][CH:28]=3)=[N:23][C:15]=2[CH:14]=1. Reported procedure: N-(3-Dimethylaminopropyl)-N′-ethylcarbodiimide (EDC, 331 mg, 2.18 mmol) is added to a solution of 4-bromo-N-1-isopropylbenzene-1,2-diamine (180 mg, 0.786 mmol) and methyl 4-isothiocyanatobenzoate (140 mg, 0.725 mmol) in tetrahydrofuran was added. The reaction was heated to reflux for 2 hr and cooled to room temperature. The mixture was diluted with ethyl acetate and washed with 1 N HCl and saturated sodium bicarbonate solution. The organic layer was concentrated and purified by Biotage column ch... Reaction SMILES: [Br:17][CH2:18][c:19]1[cH:20][cH:21][cH:22][cH:23][cH:24]1.[CH3:3][S:4](=[O:5])[CH3:6].[Na+:2].[OH-:1].[OH2:25].[OH:7][c:8]1[cH:9][c:10]([CH:11]=[O:12])[cH:13][cH:14][c:15]1[OH:16]>>[OH:7][c:8]1[cH:9][c:10]([CH:11]=[O:12])[cH:13][cH:14][c:15]1[O:16][CH2:18][c:19]1[cH:20][cH:21][cH:22][cH:23][cH:24]1. Product: O=Cc1ccc(OCc2ccccc2)c(O)c1. Starting materials: BrCc1ccccc1, CS(C)=O, [Na+], [OH-], O, O=Cc1ccc(O)c(O)c1. Reaction SMILES: [C:1]([O:5][C:6]([NH:8][CH2:9][CH2:10][C:11]([OH:13])=O)=[O:7])([CH3:4])([CH3:3])[CH3:2].Cl.C(N=C=NCCCN(C)C)C.OC1C2N=NNC=2C=CC=1.C(N(CC)C(C)C)(C)C.[C:45]([C:47]1[CH:76]=[CH:75][C:50]([O:51][C:52]2[C:57]([C:58]([N:60]3[CH2:65][CH2:64][NH:63][CH2:62][CH2:61]3)=[O:59])=[CH:56][CH:55]=[C:54]([O:66][C:67]3[CH:72]=[CH:71][C:70]([C:73]#[N:74])=[CH:69][CH:68]=3)[N:53]=2)=[CH:49][CH:48]=1)#[N:46]>CN(C=O)C>[C:1]([O:5][C:6](=[O:7])[NH:8][CH2:9][CH2:10][C:11]([N:63]1[CH2:64][CH2:65][N:60]([C:58]([C:57]2[C:52]([O:51][C:50]3[CH:49]=[CH:48][C:47]([C:45]#[N:46])=[CH:76][CH:75]=3)=[N:53][C:54]([O:66][C:67]3[CH:68]=[CH:69][C:70]([C:73]#[N:74])=[CH:71][CH:72]=3)=[CH:55][CH:56]=2)=[O:59])[CH2:61][CH2:62]1)=[O:13])([CH3:2])([CH3:3])[CH3:4] |f:1.2|. Reaction conditions: time 10 minute. Yields the product C(C)(C)(C)OC(NCCC(=O)N1CCN(CC1)C(=O)C=1C(=NC(=CC1)OC1=CC=C(C=C1)C#N)OC1=CC=C(C=C1)C#N)=O ((3-{4-[2,6-bis-(4-cyano-phenoxy)pyridine-3-carbonyl]piperazin-1-yl}-3-oxo propyl)carbamic Acid Tert-butyl Ester). The reactants are C(C)(C)N(C(C)C)CC (N,N-diisopropylethylamine), C(#N)C1=CC=C(OC2=NC(=CC=C2C(=O)N2CCNCC2)OC2=CC=C(C=C2)C#N)C=C1 (4-[2,6-Bis-(4-cyano phenoxy)pyridine-3-carbonyl]piperazine), C(C)(C)(C)OC(=O)NCCC(=O)O (3-tert-butoxycarbonylamino-propionic acid), Cl.C(C)N=C=NCCCN(C)C (1-ethyl-3-(3-dimethylaminopropyl) carbodiimide hydrochloride), OC1=CC=CC=2NN=NC21 (hydroxybenzotriazole). The solvent is CN(C)C=O (DMF), CN(C)C=O (DMF), CN(C)C=O (DMF). Reported procedure: A solution of 3-tert-butoxycarbonylamino-propionic acid, 0.177 g (0.94 mmol), in 3 ml of DMF was added dropwise to a stirred suspension of 0.72 g (3.76 mmol) of 1-ethyl-3-(3-dimethylaminopropyl) carbodiimide hydrochloride (EDC) and hydroxybenzotriazole (HOBT) 0.508 g (3.76 mmol) in 5 ml of DMF at RT. That was followed by the addition of N,N-diisopropylethylamine (DIPEA) 0.242 g (1.88 mmol) while the temperature was maintained below 5. The mixture was stirred for 10 min and a solution of 4-[2,6-B... Starting materials: CCOC(=O)CCCBr, O=C([O-])[O-], CN(C)C=O, [K+], [K+], CC(C)(C)OC(=O)N1CCc2c(cccc2Oc2cc(Cl)ccc2N)C1, O. The product is CCOC(=O)CCCNc1ccc(Cl)cc1Oc1cccc2c1CCN(C(=O)OC(C)(C)C)C2. RXN SMILES: [Br:27][CH2:28][CH2:29][CH2:30][C:31](=[O:32])[O:33][CH2:34][CH3:35].[C:36](=[O:37])([O-:38])[O-:39].[CH3:42][N:43]([CH3:44])[CH:45]=[O:46].[K+:40].[K+:41].[NH2:1][c:2]1[c:3]([O:4][c:5]2[c:6]3[c:11]([cH:12][cH:13][cH:14]2)[CH2:10][N:9]([C:15](=[O:16])[O:17][C:18]([CH3:19])([CH3:20])[CH3:21])[CH2:8][CH2:7]3)[cH:22][c:23]([Cl:26])[cH:24][cH:25]1.[OH2:47]>>[NH:1]([c:2]1[c:3]([O:4][c:5]2[c:6]3[c:11]([cH:12][cH:13][cH:14]2)[CH2:10][N:9]([C:15](=[O:16])[O:17][C:18]([CH3:19])([CH3:20])[CH3:21])[CH2:8][CH2:7]3)[cH:22][c:23]([Cl:26])[cH:24][cH:25]1)[CH2:28][CH2:29][CH2:30][C:31](=[O:32])[O:33][CH2:34][CH3:35].